Dataset: the Open Reaction Database (ORD), a public repository of structured organic reaction records. Task: describe an organic reaction: reactants, conditions, products, and yield Reactants: FC(C(=O)O)(F)F (Trifluoroacetic acid), COCOC1=C(C=CC(=C1)C(F)(F)F)C1=CC(=NC=N1)OC1=CC=CC2=C1N=C(S2)NC(C)=O (N-{4-[6-(2-methoxymethoxy-4-trifluoromethyl-phenyl)-pyrimidin-4-yloxy]-benzothiazol-2-yl}-acetamide). Solvent: ClCCl (dichloromethane), ClCCl (dichloromethane). Product: OC1=C(C=CC(=C1)C(F)(F)F)C1=CC(=NC=N1)OC1=CC=CC2=C1N=C(S2)NC(C)=O (N-{4-[6-(2-Hydroxy-4-trifluoromethyl-phenyl)-pyrimidin-4-yloxy]-benzothiazol-2-yl}-acetamide). Reaction SMILES: FC(F)(F)C(O)=O.COC[O:11][C:12]1[CH:17]=[C:16]([C:18]([F:21])([F:20])[F:19])[CH:15]=[CH:14][C:13]=1[C:22]1[N:27]=[CH:26][N:25]=[C:24]([O:28][C:29]2[C:34]3[N:35]=[C:36]([NH:38][C:39](=[O:41])[CH3:40])[S:37][C:33]=3[CH:32]=[CH:31][CH:30]=2)[CH:23]=1>ClCCl>[OH:11][C:12]1[CH:17]=[C:16]([C:18]([F:21])([F:19])[F:20])[CH:15]=[CH:14][C:13]=1[C:22]1[N:27]=[CH:26][N:25]=[C:24]([O:28][C:29]2[C:34]3[N:35]=[C:36]([NH:38][C:39](=[O:41])[CH3:40])[S:37][C:33]=3[CH:32]=[CH:31][CH:30]=2)[CH:23]=1. Reported procedure: Trifluoroacetic acid (0.10 mL, 1.3 mmol, Aldrich) was added dropwise to a solution of N-{4-[6-(2-methoxymethoxy-4-trifluoromethyl-phenyl)-pyrimidin-4-yloxy]-benzothiazol-2-yl}-acetamide, (Example 136(b)), (0.50 g, 1.0 mmol) in dichloromethane (10 mL) with stirring and cooling in an ice bath. The reaction mixture was stirred for 16 h at room temperature, diluted with dichloromethane (5 mL) and quenched with satd sodium bicarbonate solution. The reaction mixture was diluted with water (100 mL), ex...